From a dataset of the Open Reaction Database (ORD), a public repository of structured organic reaction records. describe an organic reaction: reactants, conditions, products, and yield The reactants are C(C)C1=NC=2C(=NC(=CC2C)C)N1C1=CC=C(C=C1)CCNC(OC1=CC=CC=C1)=O (Phenyl 2-[4-(2-ethyl-5,7-dimethyl-3H-imidazo[4,5-b]pyridin-3-yl)phenyl]ethylcarbamate), S1C(=CC=C1)S(=O)(=O)N (2-thiophenesulfonamide). Product: C(C)C1=NC=2C(=NC(=CC2C)C)N1C1=CC=C(C=C1)CCNC(=O)NS(=O)(=O)C=1SC=CC1 (2-ETHYL-5,7-DIMETHYL-3-(4-{2-[({[(2-THIENYL)SULFONYL]AMINO}CARBONYL)AMINO]ETHYL}PHENYL)-3H-IMIDAZO[4,5-b]PYRIDINE). As a reaction SMILES: [CH2:1]([C:3]1[N:13]([C:14]2[CH:19]=[CH:18][C:17]([CH2:20][CH2:21][NH:22][C:23](=[O:31])OC3C=CC=CC=3)=[CH:16][CH:15]=2)[C:6]2=[N:7][C:8]([CH3:12])=[CH:9][C:10]([CH3:11])=[C:5]2[N:4]=1)[CH3:2].[S:32]1[CH:36]=[CH:35][CH:34]=[C:33]1[S:37]([NH2:40])(=[O:39])=[O:38]>>[CH2:1]([C:3]1[N:13]([C:14]2[CH:19]=[CH:18][C:17]([CH2:20][CH2:21][NH:22][C:23]([NH:40][S:37]([C:33]3[S:32][CH:36]=[CH:35][CH:34]=3)(=[O:39])=[O:38])=[O:31])=[CH:16][CH:15]=2)[C:6]2=[N:7][C:8]([CH3:12])=[CH:9][C:10]([CH3:11])=[C:5]2[N:4]=1)[CH3:2]. Procedure: The title compound was prepared according to the procedure described in step 2 of Example 18 from phenyl 2-[4-(2-ethyl-5,7-dimethyl-3H-imidazo[4,5-b]pyridin-3-yl)phenyl]ethylcarbamate (step 1 of Example 18) and 2-thiophenesulfonamide (Huang, H. C.; Reinhard, E. J.; Reitz, D. B. Tetrahedron Lett., 1994, 35, 7201.; Graham, S. L.; Scholz, T. H. Synthesis, 1986, 1031). Reactants: C#Cc1ccc(Br)cc1, SCc1ccc(Cl)cc1, [Na]. Yields the product Clc1ccc(CSC=Cc2ccc(Br)cc2)cc1. As a reaction SMILES: [Br:1][c:2]1[cH:3][cH:4][c:5]([C:8]#[CH:9])[cH:6][cH:7]1.[Cl:10][c:11]1[cH:12][cH:13][c:14]([CH2:15][SH:16])[cH:17][cH:18]1.[Na:19]>>[Br:1][c:2]1[cH:3][cH:4][c:5]([CH:8]=[CH:9][S:16][CH2:15][c:14]2[cH:13][cH:12][c:11]([Cl:10])[cH:18][cH:17]2)[cH:6][cH:7]1. Starting materials: C1(CC1)COC=1C(=CC(=NC1)C(=O)N(C)OC)C (5-(cyclopropylmethoxy)-N-methoxy-N,4-dimethylpicolinamide), [H-].[Al+3].[Li+].[H-].[H-].[H-] (lithium aluminum hydride), Amine-3. Yields the product C1(CC1)COC=1C(=CC(=NC1)C=O)C (5-(cyclopropylmethoxy)-4-methylpicolinaldehyde). Yield: 99.0%. As a reaction SMILES: [CH:1]1([CH2:4][O:5][C:6]2[C:7]([CH3:18])=[CH:8][C:9]([C:12](N(OC)C)=[O:13])=[N:10][CH:11]=2)[CH2:3][CH2:2]1.[H-].[Al+3].[Li+].[H-].[H-].[H-]>>[CH:1]1([CH2:4][O:5][C:6]2[C:7]([CH3:18])=[CH:8][C:9]([CH:12]=[O:13])=[N:10][CH:11]=2)[CH2:2][CH2:3]1 |f:1.2.3.4.5.6|. Procedure: The title compound is prepared in >99% yield (495 mg, pale orange solid) from 5-(cyclopropylmethoxy)-N-methoxy-N,4-dimethylpicolinamide (622 mg, 2.49 mmol, Step-4) and lithium aluminum hydride (47 mg, 1.2 mmol) in a similar manner to Step-2 of Amine-3. The reactants are Br, OCCCCCCC(F)(F)C(F)(F)C(F)(F)C(F)(F)F, O, O=S(=O)(O)O. Yields the product FC(F)(F)C(F)(F)C(F)(F)C(F)(F)CCCCCCBr. RXN SMILES: [BrH:21].[F:1][C:2]([C:3]([C:4]([CH2:5][CH2:6][CH2:7][CH2:8][CH2:9][CH2:10][OH:11])([F:12])[F:13])([F:14])[F:15])([C:16]([F:17])([F:18])[F:19])[F:20].[OH2:27].[S:22](=[O:23])(=[O:24])([OH:25])[OH:26]>>[F:1][C:2]([C:3]([C:4]([CH2:5][CH2:6][CH2:7][CH2:8][CH2:9][CH2:10][Br:21])([F:12])[F:13])([F:14])[F:15])([C:16]([F:17])([F:18])[F:19])[F:20]. Reactants: OCc1ccc(Cc2ccccc2)cc1, O=C1NC(=O)c2ccccc21, C1CCOC1, c1ccc(P(c2ccccc2)c2ccccc2)cc1. The product is O=C1c2ccccc2C(=O)N1Cc1ccc(Cc2ccccc2)cc1. As a reaction SMILES: [CH2:1]([c:2]1[cH:3][cH:4][cH:5][cH:6][cH:7]1)[c:8]1[cH:9][cH:10][c:11]([CH2:12][OH:13])[cH:14][cH:15]1.[O:16]=[C:17]1[NH:18][C:19](=[O:20])[c:21]2[cH:22][cH:23][cH:24][cH:25][c:26]21.[O:46]1[CH2:47][CH2:48][CH2:49][CH2:50]1.[c:27]1([P:28]([c:29]2[cH:30][cH:31][cH:32][cH:33][cH:34]2)[c:35]2[cH:36][cH:37][cH:38][cH:39][cH:40]2)[cH:41][cH:42][cH:43][cH:44][cH:45]1>>[CH2:1]([c:2]1[cH:3][cH:4][cH:5][cH:6][cH:7]1)[c:8]1[cH:9][cH:10][c:11]([CH2:12][N:18]2[C:17](=[O:16])[c:26]3[c:21]([cH:22][cH:23][cH:24][cH:25]3)[C:19]2=[O:20])[cH:14][cH:15]1. Reactants: ClC=1C(=C(C=O)C(=CC1)F)F (3-chloro-2,6-difluorobenzaldehyde), C(=O)([O-])[O-].[Cs+].[Cs+] (Cs2CO3), CC(C)(C)[S@](=O)N ((S)-2-methylpropane-2-sulfinamide). Run in C(Cl)Cl (DCM), C(Cl)Cl (DCM), CCOC(=O)C (EtOAc). Run at time 8 hour. The product is ClC=1C(=C(\C=N\[S@@](=O)C(C)(C)C)C(=CC1)F)F ((S,E)-N-(3-Chloro-2,6-difluorobenzylidene)-2-methylpropane-2-sulfinamide). The yield is 100.7%. As a reaction SMILES: [Cl:1][C:2]1[C:3]([F:11])=[C:4]([C:7]([F:10])=[CH:8][CH:9]=1)[CH:5]=O.C([O-])([O-])=O.[Cs+].[Cs+].[CH3:18][C:19]([S@@:22]([NH2:24])=[O:23])([CH3:21])[CH3:20]>C(Cl)Cl.CCOC(C)=O>[Cl:1][C:2]1[C:3]([F:11])=[C:4]([C:7]([F:10])=[CH:8][CH:9]=1)/[CH:5]=[N:24]/[S@:22]([C:19]([CH3:21])([CH3:20])[CH3:18])=[O:23] |f:1.2.3|. Procedure: To a stirred suspension of 3-chloro-2,6-difluorobenzaldehyde (0.615 g, 3.48 mmol) and Cs2CO3 (1.702 g, 5.23 mmol) in DCM (20 mL) was added a solution of (S)-2-methylpropane-2-sulfinamide (0.422 g, 3.48 mmol) in DCM (20 mL) dropwise for 10 min. The solution was then stirred at rt overnight. After overnight stirring, the reaction mixture was diluted with EtOAc and washed with brine (3×20 mL). The combined organic layers were dried over MgSO4 and concentrated in vacuo to give the desired product (0...